From a dataset of the Open Reaction Database (ORD), a public repository of structured organic reaction records. describe an organic reaction: reactants, conditions, products, and yield Reactants: CC=1NC(=C(C1)C)C(=O)OCC (2,4-Dimethyl-5-carbethoxy-pyrrole), I (hydriodic acid), C=O (paraformaldehyde), [PH2](=O)O (Hypophosphorous acid), [OH-].[NH4+] (ammonium hydroxide). The solvent is C(C)(=O)O (acetic acid). Yields the product CC=1NC(=C(C1C)C)C(=O)OCC (2,3,4-Trimethyl-5-carbethoxy-pyrrole). As a reaction SMILES: [CH3:1][C:2]1[NH:3][C:4]([C:8]([O:10][CH2:11][CH3:12])=[O:9])=[C:5]([CH3:7])[CH:6]=1.I.[CH2:14]=O.[PH2](O)=O.[OH-].[NH4+]>C(O)(=O)C>[CH3:1][C:2]1[NH:3][C:4]([C:8]([O:10][CH2:11][CH3:12])=[O:9])=[C:5]([CH3:7])[C:6]=1[CH3:14] |f:4.5|. Procedure details: 2,4-Dimethyl-5-carbethoxy-pyrrole (0.83 g), acetic acid (10 ml), hydriodic acid (10 ml) and paraformaldehyde (0.60 g) were stirred 3 hours at 25° C. under nitrogen. Hypophosphorous acid (50%, about 1 ml) was added, dropwise to decolourize the solution. The cooled solution (0° C.) was made basic with ammonium hydroxide and the product was extracted with ether (2 × 20 ml). The extract was dried over magnesium sulfate, filtered, and the ether removed in a rotating evaporator at 20° C. Recrystalliza...